This data is from the Open Reaction Database (ORD), a public repository of structured organic reaction records. The task is: describe an organic reaction: reactants, conditions, products, and yield The reactants are FC(C(=O)O)(F)F (Trifluoroacetic acid), C(#N)C=1C(=NC(=NC1)N[C@H](C)C1CCN(CC1)C(=O)OC(C)(C)C)C1=CN(C2=NC=C(C=C21)C(F)(F)F)S(=O)(=O)C2=CC=C(C)C=C2 (tert-butyl 4-((1R)-1-(5-cyano-4-(1-tosyl-5-(trifluoromethyl)-1H-pyrrolo[2,3-b]pyridin-3-yl)pyrimidin-2-ylamino)ethyl)piperidine-1-carboxylate). Run in ClCCl (dichloromethane). Run at time 1 hour. Product: FC(C(=O)O)(F)F.N1CCC(CC1)[C@@H](C)NC1=NC=C(C(=N1)C1=CN(C2=NC=C(C=C21)C(F)(F)F)S(=O)(=O)C2=CC=C(C)C=C2)C#N (2-((R)-1-(piperidin-4-yl)ethylamino)-4-(1-tosyl-5-(trifluoromethyl)-1H-pyrrolo[2,3-b]pyridin-3-yl)pyrimidine-5-carbonitrile 2,2,2-trifluoroacetate). Yield: 83.4%. RXN SMILES: [F:1][C:2]([F:7])([F:6])[C:3]([OH:5])=[O:4].[C:8]([C:10]1[C:11]([C:32]2[C:40]3[C:35](=[N:36][CH:37]=[C:38]([C:41]([F:44])([F:43])[F:42])[CH:39]=3)[N:34]([S:45]([C:48]3[CH:54]=[CH:53][C:51]([CH3:52])=[CH:50][CH:49]=3)(=[O:47])=[O:46])[CH:33]=2)=[N:12][C:13]([NH:16][C@@H:17]([CH:19]2[CH2:24][CH2:23][N:22](C(OC(C)(C)C)=O)[CH2:21][CH2:20]2)[CH3:18])=[N:14][CH:15]=1)#[N:9]>ClCCl>[F:1][C:2]([F:7])([F:6])[C:3]([OH:5])=[O:4].[NH:22]1[CH2:21][CH2:20][CH:19]([C@H:17]([NH:16][C:13]2[N:12]=[C:11]([C:32]3[C:40]4[C:35](=[N:36][CH:37]=[C:38]([C:41]([F:43])([F:44])[F:42])[CH:39]=4)[N:34]([S:45]([C:48]4[CH:49]=[CH:50][C:51]([CH3:52])=[CH:53][CH:54]=4)(=[O:46])=[O:47])[CH:33]=3)[C:10]([C:8]#[N:9])=[CH:15][N:14]=2)[CH3:18])[CH2:24][CH2:23]1 |f:3.4|. Procedure details: Trifluoroacetic acid (2 mL, 25.96 mmol) was added to a solution of tert-butyl 4-((1R)-1-(5-cyano-4-(1-tosyl-5-(trifluoromethyl)-1H-pyrrolo[2,3-b]pyridin-3-yl)pyrimidin-2-ylamino)ethyl)piperidine-1-carboxylate (1.2 g, 1.79 mmol) in dichloromethane (25 mL) and the reaction mixture was stirred at room temperature for 1 hour. The crude mixture was concentrated to dryness to give the title compound as a white solid (1.021 g, 98% yield). Reactants: [N+](=O)([O-])C1=CC=C(CBr)C=C1 (4-nitrobenzyl bromide), CNC (dimethylamine), O (water). Run in C1CCOC1 (THF). Reaction conditions: time 60 hour. The product is CN(CC1=CC=C(C=C1)[N+](=O)[O-])C (dimethyl-4-nitrobenzylamine). RXN SMILES: [N+:1]([C:4]1[CH:11]=[CH:10][C:7]([CH2:8]Br)=[CH:6][CH:5]=1)([O-:3])=[O:2].[CH3:12][NH:13][CH3:14].O>C1COCC1>[CH3:12][N:13]([CH3:14])[CH2:8][C:7]1[CH:10]=[CH:11][C:4]([N+:1]([O-:3])=[O:2])=[CH:5][CH:6]=1. Procedure details: In THF (250 ml) was dissolved 4-nitrobenzyl bromide (25.0 g), and to the mixture was added 50% dimethylamine solution (29 ml) at 0° C. The reaction mixture was stirred at room temperature for 60 hours. To the mixture was added water (500 ml), and the mixture was extracted with ethyl acetate. The organic layer was washed with saturated sodium chloride solution, dried with anhydrous sodium sulfate, and concentrated under reduced pressure. The residue was separated and purified with column chromato... Starting materials: [N+](=O)(O)[O-].FC(C(F)F)(OC=1C=C(C=CC1)NC(=N)N)F (3-(1,1,2,2-tetrafluoro-ethoxy)-phenyl-guanidine nitrate), CN(C=CC(=O)C1=CC(=C(C(=C1)OC)OC)OC)C (3-dimethylamino-1-(3,4,5-trimethoxy-phenyl)-2-propen-1-one), [OH-].[Na+] (sodium hydroxide). Solvent: C(CC)O (1-propanol). Product: FC(C(F)F)(OC=1C=C(C=CC1)NC1=NC=CC(=N1)C1=CC(=C(C(=C1)OC)OC)OC)F (N-[3-(1,1,2,2-tetrafluoro-ethoxy)-phenyl]-4-(3,4,5-trimethoxyphenyl)-2-pyrimidineamine). RXN SMILES: [N+]([O-])(O)=O.[F:5][C:6]([F:21])([O:10][C:11]1[CH:12]=[C:13]([NH:17][C:18]([NH2:20])=[NH:19])[CH:14]=[CH:15][CH:16]=1)[CH:7]([F:9])[F:8].CN(C)[CH:24]=[CH:25][C:26]([C:28]1[CH:33]=[C:32]([O:34][CH3:35])[C:31]([O:36][CH3:37])=[C:30]([O:38][CH3:39])[CH:29]=1)=O.[OH-].[Na+]>C(O)CC>[F:5][C:6]([F:21])([O:10][C:11]1[CH:12]=[C:13]([NH:17][C:18]2[N:20]=[C:26]([C:28]3[CH:29]=[C:30]([O:38][CH3:39])[C:31]([O:36][CH3:37])=[C:32]([O:34][CH3:35])[CH:33]=3)[CH:25]=[CH:24][N:19]=2)[CH:14]=[CH:15][CH:16]=1)[CH:7]([F:8])[F:9] |f:0.1,3.4|. Procedure details: 1189.4 mg (0.75 mmol) of 3-(1,1,2,2-tetrafluoro-ethoxy)-phenyl-guanidine nitrate are added to a solution of 200 mg (0.75 mmol) of 3-dimethylamino-1-(3,4,5-trimethoxy-phenyl)-2-propen-1-one in 11.5 ml of 1-propanol. After the addition of 33.2 mg (0.83 mmol) of sodium hydroxide, the reaction mixture is boiled under reflux for 23 hours. After cooling to RT, the reaction product is isolated by filtration and washed with 1-propanol and water. After drying at 60° C. under HV, N-[3-(1,1,2,2-tetrafluoro... The reactants are FC1=C(OCCN2CCCC2)C=CC(=C1)[N+](=O)[O-] (1-[2-(2-fluoro-4-nitro-phenoxy)-ethyl]-pyrrolidine). Reagents/catalysts: [Pd] (palladium on carbon). Solvent: CCO (EtOH). Conditions: time 1 hour. The product is FC=1C=C(C=CC1OCCN1CCCC1)N (3-Fluoro-4-(2-pyrrolidin-1-yl-ethoxy)-phenylamine). As a reaction SMILES: [F:1][C:2]1[CH:15]=[C:14]([N+:16]([O-])=O)[CH:13]=[CH:12][C:3]=1[O:4][CH2:5][CH2:6][N:7]1[CH2:11][CH2:10][CH2:9][CH2:8]1>[Pd].CCO>[F:1][C:2]1[CH:15]=[C:14]([NH2:16])[CH:13]=[CH:12][C:3]=1[O:4][CH2:5][CH2:6][N:7]1[CH2:8][CH2:9][CH2:10][CH2:11]1. Procedure: A suspension of 1-[2-(2-fluoro-4-nitro-phenoxy)-ethyl]-pyrrolidine (1.25 g, 4.92 mmol) and 10% palladium on carbon (0.2 g) in EtOH (20 mL) is stirred for 1 h at RT, under a hydrogen atmosphere. The reaction mixture is filtered through a pad of celite and concentrated to afford the title compound as a brown oil: ESI-MS: 225.1 [MH]+; tR=0.80 min (system 1).